From a dataset of the Open Reaction Database (ORD), a public repository of structured organic reaction records. describe an organic reaction: reactants, conditions, products, and yield Reactants: Cl.C(#N)C1=CC=C(C=C1)C(=CCC=1N=CNC1)C1=CC=C(C=C1)C#N (4-[3,3-bis(4-cyanophenyl)-2-propenyl]-1H-imidazole hydrochloride). Reagents/catalysts: C(C)O (ethanol). Product: C(#N)C1=CC=C(C=C1)C(CCC=1N=CNC1)C1=CC=C(C=C1)C#N (4-[3,3-bis(4-cyanophenyl)propyl]-1H-imidazole). As a reaction SMILES: Cl.[C:2]([C:4]1[CH:9]=[CH:8][C:7]([C:10]([C:18]2[CH:23]=[CH:22][C:21]([C:24]#[N:25])=[CH:20][CH:19]=2)=[CH:11][CH2:12][C:13]2[N:14]=[CH:15][NH:16][CH:17]=2)=[CH:6][CH:5]=1)#[N:3]>C(O)C>[C:2]([C:4]1[CH:5]=[CH:6][C:7]([CH:10]([C:18]2[CH:19]=[CH:20][C:21]([C:24]#[N:25])=[CH:22][CH:23]=2)[CH2:11][CH2:12][C:13]2[N:14]=[CH:15][NH:16][CH:17]=2)=[CH:8][CH:9]=1)#[N:3] |f:0.1|. Procedure details: 4-[3,3-bis(4-cyanophenyl)-2-propenyl]-1H-imidazole hydrochloride is hydrogenated in ethanol using 10% Pd/C as a catalyst to give the product. Starting materials: C(CCC)C=1N=C(NC(C1CC1=CC=C(C=C1)C=1C(=CC=CC1)C#N)=O)C (4′-[(4-butyl-2-methyl-6-oxo-1,6-dihydropyrimidin-5-yl)methyl]biphenyl-2-carbonitrile), C([O-])([O-])=O.[K+].[K+] (potassium carbonate), BrCC1OCCC1 (2-(bromomethyl)tetrahydrofuran), CN(C=O)C (N,N-dimethylformamide). Solvent: C(C)(=O)OCC (ethyl acetate). Conditions: temperature 90 celsius, time 2 hour. Yields the product C(CCC)C=1N=C(N(C(C1CC1=CC=C(C=C1)C=1C(=CC=CC1)C#N)=O)CC1OCCC1)C (4′-{[4-butyl-2-methyl-6-oxo-1-(tetrahydrofuran-2-ylmethyl)-1,6-dihydropyrimidin-5-yl]methyl}biphenyl-2-carbonitrile). As a reaction SMILES: [CH2:1]([C:5]1[N:6]=[C:7]([CH3:27])[NH:8][C:9](=[O:26])[C:10]=1[CH2:11][C:12]1[CH:17]=[CH:16][C:15]([C:18]2[C:19]([C:24]#[N:25])=[CH:20][CH:21]=[CH:22][CH:23]=2)=[CH:14][CH:13]=1)[CH2:2][CH2:3][CH3:4].C(=O)([O-])[O-].[K+].[K+].Br[CH2:35][CH:36]1[CH2:40][CH2:39][CH2:38][O:37]1.CN(C)C=O>C(OCC)(=O)C>[CH2:1]([C:5]1[N:6]=[C:7]([CH3:27])[N:8]([CH2:35][CH:36]2[CH2:40][CH2:39][CH2:38][O:37]2)[C:9](=[O:26])[C:10]=1[CH2:11][C:12]1[CH:17]=[CH:16][C:15]([C:18]2[C:19]([C:24]#[N:25])=[CH:20][CH:21]=[CH:22][CH:23]=2)=[CH:14][CH:13]=1)[CH2:2][CH2:3][CH3:4] |f:1.2.3|. Procedure: A mixture of 4′-[(4-butyl-2-methyl-6-oxo-1,6-dihydropyrimidin-5-yl)methyl]biphenyl-2-carbonitrile (1.22 g), potassium carbonate (0.94 g), 2-(bromomethyl)tetrahydrofuran (0.56 g) and N,N-dimethylformamide (20 mL) was stirred at 90° C. for 2 hr. The reaction mixture was diluted with ethyl acetate, washed with water and then with saturated brine, and dried over anhydrous magnesium sulfate. The solvent was evaporated under reduced pressure and the residue was purified by silica gel column chromatogr...